Dataset: the Open Reaction Database (ORD), a public repository of structured organic reaction records. Task: describe an organic reaction: reactants, conditions, products, and yield The reactants are P(Cl)(Cl)(Cl)(Cl)Cl (Phosphorus pentachloride), C(CCCCCCCCC)OC1=CC=C(C(=O)O)C=C1 (4-n-decyloxybenzoic acid). Reaction conditions: temperature 80 celsius. Product: C(CCCCCCCCC)OC1=CC=C(C(=O)Cl)C=C1 (4-n-decyloxybenzoyl chloride). Reaction SMILES: P(Cl)(Cl)(Cl)(Cl)[Cl:2].[CH2:7]([O:17][C:18]1[CH:26]=[CH:25][C:21]([C:22](O)=[O:23])=[CH:20][CH:19]=1)[CH2:8][CH2:9][CH2:10][CH2:11][CH2:12][CH2:13][CH2:14][CH2:15][CH3:16]>>[CH2:7]([O:17][C:18]1[CH:26]=[CH:25][C:21]([C:22]([Cl:2])=[O:23])=[CH:20][CH:19]=1)[CH2:8][CH2:9][CH2:10][CH2:11][CH2:12][CH2:13][CH2:14][CH2:15][CH3:16]. Procedure details: Phosphorus pentachloride (0.80g, 0.0038 mol) was added to 4-n-decyloxybenzoic acid (1.0g, 0.0036 mol) and the mixture was allowed to react by heating at about 80° C. POCl3 and excess phosphorus pentachloride were completely removed by evaporation in vacuo to obtain 4-n-decyloxybenzoyl chloride. This chloride was dissolved in toluene (10 ml) and to the mixture were added R-(+)-α-(4-n-octylphenyl)ethyl alcohol (0.84g, 0.0036 mol) and pyridine (1 ml, a dehydrochlorination agent). The mixture was al...